Dataset: the Open Reaction Database (ORD), a public repository of structured organic reaction records. Task: describe an organic reaction: reactants, conditions, products, and yield Reactants: O=C1NCC(CO)O1, Cc1ccc(S(=O)(=O)Cl)cc1, c1ccncc1. Product: Cc1ccc(S(=O)(=O)OCC2CNC(=O)O2)cc1. As a reaction SMILES: [OH:1][CH2:2][CH:3]1[CH2:4][NH:5][C:6](=[O:8])[O:7]1.[c:9]1([CH3:19])[cH:10][cH:11][c:12]([S:15](=[O:16])(=[O:17])[Cl:18])[cH:13][cH:14]1.[cH:20]1[cH:21][cH:22][n:23][cH:24][cH:25]1>>[O:1]([CH2:2][CH:3]1[CH2:4][NH:5][C:6](=[O:8])[O:7]1)[S:15]([c:12]1[cH:11][cH:10][c:9]([CH3:19])[cH:14][cH:13]1)(=[O:16])=[O:17]. The reactants are CO, O=C[O-], OC(c1ccccc1)c1cc2ccnc(Cl)c2[nH]1, [NH4+]. Yields the product OC(c1ccccc1)c1cc2ccncc2[nH]1. RXN SMILES: [CH3:23][OH:24].[CH:19]([O-:20])=[O:21].[Cl:1][c:2]1[n:3][cH:4][cH:5][c:6]2[c:7]1[nH:8][c:9]([CH:11]([OH:12])[c:13]1[cH:14][cH:15][cH:16][cH:17][cH:18]1)[cH:10]2.[NH4+:22]>>[cH:2]1[n:3][cH:4][cH:5][c:6]2[c:7]1[nH:8][c:9]([CH:11]([OH:12])[c:13]1[cH:14][cH:15][cH:16][cH:17][cH:18]1)[cH:10]2.